This data is from the Open Reaction Database (ORD), a public repository of structured organic reaction records. The task is: describe an organic reaction: reactants, conditions, products, and yield Reactants: Br, COc1cc(C)c2c(c1OC)CC(C)(c1ccccc1)C2=O, CC(=O)O, O. Yields the product COc1cc(C)c2c(c1O)CC(C)(c1ccccc1)C2=O. Reaction SMILES: [BrH:23].[CH3:1][O:2][c:3]1[c:4]2[c:8]([c:9]([CH3:14])[cH:10][c:11]1[O:12][CH3:13])[C:7](=[O:15])[C:6]([c:16]1[cH:17][cH:18][cH:19][cH:20][cH:21]1)([CH3:22])[CH2:5]2.[CH3:25][C:26](=[O:27])[OH:28].[OH2:24]>>[OH:2][c:3]1[c:4]2[c:8]([c:9]([CH3:14])[cH:10][c:11]1[O:12][CH3:13])[C:7](=[O:15])[C:6]([c:16]1[cH:17][cH:18][cH:19][cH:20][cH:21]1)([CH3:22])[CH2:5]2.